Task: describe an organic reaction: reactants, conditions, products, and yield. Dataset: the Open Reaction Database (ORD), a public repository of structured organic reaction records Reactants: CC1=NC(=CC=C1N)N1N=CN=C1 (2-methyl-6-[1,2,4]triazol-1-yl-pyridin-3-ylamine), C(C)(=O)OC(C)=O (acetic anhydride), B(F)(F)F.CCOCC (boron trifluoride etherate), N(=O)OC(C)(C)C (tert-Butyl nitrite). Run in COCCOC (1,2-dimethoxyethane), CCCCCC (Hexane), CN(C=O)C (dimethylformamide). Conditions: temperature 100 celsius, time 15 minute. Product: CC1=NC(=CC=C1OC(C)=O)N1N=CN=C1 (acetic acid 2-methyl-6-[1,2,4]triazol-1-yl-pyridin-3-yl ester). Yield: 50.2%. RXN SMILES: B(F)(F)F.CCOCC.[CH3:10][C:11]1[C:16](N)=[CH:15][CH:14]=[C:13]([N:18]2[CH:22]=[N:21][CH:20]=[N:19]2)[N:12]=1.N(OC(C)(C)C)=O.[C:30]([O:33]C(=O)C)(=[O:32])[CH3:31]>CN(C)C=O.COCCOC.CCCCCC>[CH3:10][C:11]1[C:16]([O:33][C:30](=[O:32])[CH3:31])=[CH:15][CH:14]=[C:13]([N:18]2[CH:22]=[N:21][CH:20]=[N:19]2)[N:12]=1 |f:0.1|. Procedure details: A solution of boron trifluoride etherate (217 μL, 1.7 mmol) in dimethylformamide (1 mL) was cooled to −15° C. using an ice-acetonitrile bath, and then stirred for 15 min at this temperature. A solution of 2-methyl-6-[1,2,4]triazol-1-yl-pyridin-3-ylamine (from Step 2; 200 mg, 1.14 mmol) in 1,2-dimethoxyethane (7 mL) was added dropwise to the solution at −15° C. and the stirring was continued for a further 15 min. tert-Butyl nitrite (Aldrich Chemical Company, Inc., Milwaukee, Wis., USA 90%; 157 mg... The reactants are ClC1=C(C=C(C(=O)O)C=C1)C(C)(C)C#N (4-chloro-3-(1-cyano-1-methylethyl)benzoic acid), CN(C=O)C (N,N-dimethylformamide), O (water), NC=1C=C(OC2=CC=C3C(=N2)SC(=N3)NC(C)=O)C=CC1F (N-[5-(3-amino-4-fluorophenoxy)[1,3]thiazolo[5,4-b]pyridin-2-yl]acetamide). Run in C(C(=O)Cl)(=O)Cl (oxalyl chloride), CN(C(C)=O)C (N,N-dimethylacetamide). Reaction conditions: time 30 minute. Product: C(C)(=O)NC=1SC2=NC(=CC=C2N1)OC=1C=CC(=C(C1)NC(C1=CC(=C(C=C1)Cl)C(C)(C)C#N)=O)F (N-(5-{[2-(acetylamino)[1,3]thiazolo[5,4-b]pyridin-5-yl]oxy}-2-fluorophenyl)-4-chloro-3-(1-cyano-1-methylethyl)benzamide). The yield is 21.4%. Reaction SMILES: [Cl:1][C:2]1[CH:10]=[CH:9][C:5]([C:6]([OH:8])=O)=[CH:4][C:3]=1[C:11]([C:14]#[N:15])([CH3:13])[CH3:12].CN(C)C=O.[NH2:21][C:22]1[CH:23]=[C:24]([CH:39]=[CH:40][C:41]=1[F:42])[O:25][C:26]1[N:31]=[C:30]2[S:32][C:33]([NH:35][C:36](=[O:38])[CH3:37])=[N:34][C:29]2=[CH:28][CH:27]=1.O>C(Cl)(=O)C(Cl)=O.CN(C)C(=O)C>[C:36]([NH:35][C:33]1[S:32][C:30]2[C:29]([N:34]=1)=[CH:28][CH:27]=[C:26]([O:25][C:24]1[CH:39]=[CH:40][C:41]([F:42])=[C:22]([NH:21][C:6](=[O:8])[C:5]3[CH:9]=[CH:10][C:2]([Cl:1])=[C:3]([C:11]([C:14]#[N:15])([CH3:13])[CH3:12])[CH:4]=3)[CH:23]=1)[N:31]=2)(=[O:38])[CH3:37]. Procedure: To a solution of 4-chloro-3-(1-cyano-1-methylethyl)benzoic acid (0.11 g, 0.5 mmol) in oxalyl chloride (0.5 mL) was added N,N-dimethylformamide (40 μL), and the mixture was stirred at room temperature for 30 min, and concentrated to dryness under reduced pressure. This was dissolved in a mixture of N,N-dimethylacetamide (1 mL) and tetrahydrofuran (1 mL), and a solution was added dropwise to a solution of N-[5-(3-amino-4-fluorophenoxy)[1,3]thiazolo[5,4-b]pyridin-2-yl]acetamide (0.11 g, 0.33 mmol) ... Reactants: CC(C)(C)OC(=O)N1CC(CO)C(c2ccccc2)C1, CS(C)=O, CCN(C(C)C)C(C)C, O=C(Cl)C(=O)Cl, ClCCl. The product is CC(C)(C)OC(=O)N1CC(C=O)C(c2ccccc2)C1. As a reaction SMILES: [C:11]([CH3:12])([CH3:13])([CH3:14])[O:15][C:16](=[O:17])[N:18]1[CH2:19][CH:20]([CH2:29][OH:30])[CH:21]([c:23]2[cH:24][cH:25][cH:26][cH:27][cH:28]2)[CH2:22]1.[CH3:7][S:8](=[O:9])[CH3:10].[CH:31]([N:32]([CH:33]([CH3:34])[CH3:35])[CH2:36][CH3:37])([CH3:38])[CH3:39].[Cl:1][C:2]([C:3]([Cl:4])=[O:5])=[O:6].[Cl:40][CH2:41][Cl:42]>>[C:11]([CH3:12])([CH3:13])([CH3:14])[O:15][C:16](=[O:17])[N:18]1[CH2:19][CH:20]([CH:29]=[O:30])[CH:21]([c:23]2[cH:24][cH:25][cH:26][cH:27][cH:28]2)[CH2:22]1. Product: COc1ccc(C2(CCN3CCC(c4nc5ccccc5s4)CC3)CCN(C(=O)c3ccccc3)C2)cc1OC. As a reaction SMILES: [C:1]([c:2]1[cH:3][cH:4][cH:5][cH:6][cH:7]1)(=[O:8])[N:9]1[CH2:10][C:11]([CH2:14][CH2:15][S:16]([CH3:17])(=[O:18])=[O:19])([c:20]2[cH:21][c:22]([O:28][CH3:29])[c:23]([O:26][CH3:27])[cH:24][cH:25]2)[CH2:12][CH2:13]1.[C:45](=[O:46])([OH:47])[O-:48].[Cl:50][CH2:51][Cl:52].[Na+:49].[O:54]1[CH2:55][CH2:56][CH2:57][CH2:58]1.[OH2:53].[s:30]1[c:31]([CH:39]2[CH2:40][CH2:41][NH:42][CH2:43][CH2:44]2)[n:32][c:33]2[c:34]1[cH:35][cH:36][cH:37][cH:38]2>>[C:1]([c:2]1[cH:3][cH:4][cH:5][cH:6][cH:7]1)(=[O:8])[N:9]1[CH2:10][C:11]([CH2:14][CH2:15][N:42]2[CH2:41][CH2:40][CH:39]([c:31]3[s:30][c:34]4[c:33]([n:32]3)[cH:38][cH:37][cH:36][cH:35]4)[CH2:44][CH2:43]2)([c:20]2[cH:21][c:22]([O:28][CH3:29])[c:23]([O:26][CH3:27])[cH:24][cH:25]2)[CH2:12][CH2:13]1. Starting materials: COc1ccc(C2(CCS(C)(=O)=O)CCN(C(=O)c3ccccc3)C2)cc1OC, O=C([O-])O, ClCCl, [Na+], C1CCOC1, O, c1ccc2sc(C3CCNCC3)nc2c1. The reactants are NC1=C(C(=O)O)C=CC=C1Cl (2-amino-3-chlorobenzoic acid), OC1=CC(=CC(=C1)O)O (1,3,5-trihydroxybenzene), 1-L. Run in CC(=O)C (acetone). Conditions: temperature 230 celsius, time 10 minute. The product is ClC1=C2NC=3C=C(C=C(C3C(C2=CC=C1)=O)O)O (5-chloro-1,3-dihydroxyacridone). Isolated yield 37.0%. Reaction SMILES: [NH2:1][C:2]1[C:10]([Cl:11])=[CH:9][CH:8]=[CH:7][C:3]=1[C:4]([OH:6])=O.[OH:12][C:13]1[CH:18]=[C:17](O)[CH:16]=[C:15]([OH:20])[CH:14]=1>CC(C)=O>[Cl:11][C:10]1[CH:9]=[CH:8][CH:7]=[C:3]2[C:2]=1[NH:1][C:17]1[CH:16]=[C:15]([OH:20])[CH:14]=[C:13]([OH:12])[C:18]=1[C:4]2=[O:6]. Procedure: A 250-mL sealed reactor was charged with 2-amino-3-chlorobenzoic acid (8.58 g, 50 mmol, and 1,3,5-trihydroxybenzene (110 mg, 1.0 mmol). The mixture was then heated to 230° C. for 40 min. The solids melted after ˜10 minutes and stayed as liquid for ˜1 minute before solidifying again. The mixture was cooled to room temperature and acetone (600 mL) was used to break the solids and transferred to a 1-L Erlenmeyer flask. The slurry was stirred for 30 minutes with periodic breaking of the solid with a...